Dataset: the Open Reaction Database (ORD), a public repository of structured organic reaction records. Task: describe an organic reaction: reactants, conditions, products, and yield Reactants: O=C([O-])[O-], CS(C)=O, Oc1cnc(C2CC2)c(Cl)c1, CC(C)(C)OC(=O)c1cc(Cl)c(F)cc1Cl, [K+], [K+], [Na+], [OH-]. Yields the product CC(C)(C)OC(=O)c1cc(Cl)c(Oc2cnc(C3CC3)c(Cl)c2)cc1Cl. Reaction SMILES: [C:28](=[O:29])([O-:30])[O-:31].[CH3:34][S:35]([CH3:36])=[O:37].[Cl:17][c:18]1[cH:19][c:20]([OH:27])[cH:21][n:22][c:23]1[CH:24]1[CH2:25][CH2:26]1.[Cl:1][c:2]1[c:3]([C:4](=[O:5])[O:6][C:7]([CH3:8])([CH3:9])[CH3:10])[cH:11][c:12]([Cl:16])[c:13]([F:15])[cH:14]1.[K+:32].[K+:33].[Na+:39].[OH-:38]>>[Cl:1][c:2]1[c:3]([C:4](=[O:5])[O:6][C:7]([CH3:8])([CH3:9])[CH3:10])[cH:11][c:12]([Cl:16])[c:13]([O:27][c:20]2[cH:19][c:18]([Cl:17])[c:23]([CH:24]3[CH2:25][CH2:26]3)[n:22][cH:21]2)[cH:14]1.